describe an organic reaction: reactants, conditions, products, and yield From a dataset of the Open Reaction Database (ORD), a public repository of structured organic reaction records. The reactants are FC(C1OCC2=CC=C(C=C12)O)(F)F (3-(trifluoromethyl)-1,3-dihydroisobenzofuran-5-ol), FC(C1OCC2=CC=C(C=C12)O)(F)F (3-(trifluoromethyl)-1,3-dihydroisobenzofuran-5-ol), FC1=C(C=C(C=N1)N1C(NC(C1=O)(C)C)=O)C (3-(6-fluoro-5-methyl-3-pyridyl)-5,5-dimethyl-imidazolidine-2,4-dione), FC1=C(C=C(C=N1)N1C(NC(C1=O)(C)C)=O)C (3-(6-fluoro-5-methyl-3-pyridyl)-5,5-dimethyl-imidazolidine-2,4-dione), CN(C)C=O (DMF). Solvent: O (water). Run at temperature 110 celsius, time 48 hour. Product: CC1(C(N(C(N1)=O)C=1C=NC(=C(C1)C)OC1=CC2=C(COC2C(F)(F)F)C=C1)=O)C (5,5-dimethyl-3-(5-methyl-6-{[3-(trifluoromethyl)-1,3-dihydro-2-benzofuran-5-yl]oxy}pyridin-3-yl)imidazolidine-2,4-dione). The yield is 12.1%. RXN SMILES: [F:1][C:2]([F:14])([F:13])[CH:3]1[C:11]2[C:6](=[CH:7][CH:8]=[C:9]([OH:12])[CH:10]=2)[CH2:5][O:4]1.F[C:16]1[N:21]=[CH:20][C:19]([N:22]2[C:26](=[O:27])[C:25]([CH3:29])([CH3:28])[NH:24][C:23]2=[O:30])=[CH:18][C:17]=1[CH3:31].CN(C=O)C>O>[CH3:28][C:25]1([CH3:29])[NH:24][C:23](=[O:30])[N:22]([C:19]2[CH:20]=[N:21][C:16]([O:12][C:9]3[CH:8]=[CH:7][C:6]4[CH2:5][O:4][CH:3]([C:2]([F:1])([F:13])[F:14])[C:11]=4[CH:10]=3)=[C:17]([CH3:31])[CH:18]=2)[C:26]1=[O:27]. Reported procedure: To a solution of 3-(trifluoromethyl)-1,3-dihydroisobenzofuran-5-ol (enantiomer 1) (Intermediate 28, 20 mg, 0.098 mmol) and 3-(6-fluoro-5-methyl-3-pyridyl)-5,5-dimethyl-imidazolidine-2,4-dione (Intermediate 6, 27.9 mg, 0.118 mmol) in DMF (1 mL) dipotassium carbonate (27.1 mg, 0.196 mmol) was added and the reaction mixture was stirred for 48 hours at 110° C. After cooling the mixture was diluted with water (5 ml) and extracted with ethyl acetate (2×10 ml). The organic layer was dried (Na2SO4), fil...